This data is from the Open Reaction Database (ORD), a public repository of structured organic reaction records. The task is: describe an organic reaction: reactants, conditions, products, and yield Starting materials: Example 1 ( 4 ), C1(CCCCC1)C(C1=C(OC(=C1)C1=C(C=C(C=C1)F)F)C)NC1=CC=C(C(=O)O)C=C1 (4-({cyclohexyl[5-(2,4-difluorophenyl)-2-methyl-3-furyl]methyl}amino)benzoic acid), CNCCC(=O)OCC (ethyl 3-(methylamino)propanoate). Yields the product C1(CCCCC1)C(C1=C(OC(=C1)C1=C(C=C(C=C1)F)F)C)NC1=CC=C(C(=O)N(CCC(=O)O)C)C=C1 (3-{[4-({cyclohexyl[5-(2,4-difluorophenyl)-2-methyl-3-furyl]methyl}amino)benzoyl](methyl)amino}propanoic acid). Isolated yield 75.7%. Reaction SMILES: [CH:1]1([CH:7]([NH:22][C:23]2[CH:31]=[CH:30][C:26]([C:27]([OH:29])=O)=[CH:25][CH:24]=2)[C:8]2[CH:12]=[C:11]([C:13]3[CH:18]=[CH:17][C:16]([F:19])=[CH:15][C:14]=3[F:20])[O:10][C:9]=2[CH3:21])[CH2:6][CH2:5][CH2:4][CH2:3][CH2:2]1.[CH3:32][NH:33][CH2:34][CH2:35][C:36]([O:38]CC)=[O:37]>>[CH:1]1([CH:7]([NH:22][C:23]2[CH:24]=[CH:25][C:26]([C:27]([N:33]([CH3:32])[CH2:34][CH2:35][C:36]([OH:38])=[O:37])=[O:29])=[CH:30][CH:31]=2)[C:8]2[CH:12]=[C:11]([C:13]3[CH:18]=[CH:17][C:16]([F:19])=[CH:15][C:14]=3[F:20])[O:10][C:9]=2[CH3:21])[CH2:2][CH2:3][CH2:4][CH2:5][CH2:6]1. Procedure details: An operation similar to that in Example 1 (4) was performed using 4-({cyclohexyl[5-(2,4-difluorophenyl)-2-methyl-3-furyl]methyl}amino)benzoic acid (511 mg) as well as ethyl 3-(methylamino)propanoate (197 mg) to give the title compound (464 mg, 76%) as an amorphous compound. Reactants: C(CCC)N1C(C2=C(C=3C=CC=CC13)N(C=N2)C)=O (5-n-Butyl-1-methyl-1H,5H-imidazo[4,5-c]quinolin-4-one), [N+](=O)(O)[O-] (nitric acid). Procedure: A solution of 100 mg (0.39 mmol) of Compound 1 obtained in Example 1 in 0.13 ml of sulfuric acid was added dropwise to an acid mixture consisting of 0.045 ml of 61% nitric acid and 0.35 ml of 96% sulfuric acid with ice cooling, followed by stirring for 30 minutes. After neutralization with an aqueous 50% sodium hydroxide, the mixture was extracted with chloroform. The organic layer was washed with brine, dried over anhydrous sodium sulfate and filtered. The solvent was evaporated under reduced p... Run at time 30 minute. As a reaction SMILES: [CH2:1]([N:5]1[C:14]2[CH:13]=[CH:12][CH:11]=[CH:10][C:9]=2[C:8]2[N:15]([CH3:18])[CH:16]=[N:17][C:7]=2[C:6]1=[O:19])[CH2:2][CH2:3][CH3:4].[N+:20]([O-])([OH:22])=[O:21]>S(=O)(=O)(O)O>[CH2:1]([N:5]1[C:14]2[CH:13]=[CH:12][C:11]([N+:20]([O-:22])=[O:21])=[CH:10][C:9]=2[C:8]2[N:15]([CH3:18])[CH:16]=[N:17][C:7]=2[C:6]1=[O:19])[CH2:2][CH2:3][CH3:4]. Product: C(CCC)N1C(C2=C(C=3C=C(C=CC13)[N+](=O)[O-])N(C=N2)C)=O (5-n-Butyl-1-methyl-8-nitro-1H,5H-imidazo[4,5-c]quinolin-4-one). The solvent is S(O)(O)(=O)=O (sulfuric acid), S(O)(O)(=O)=O (sulfuric acid). Reactants: FC=1C=C(CNC(C(C(=O)O)C)=O)C=C(C1)F (N-(3,5-difluoro-benzyl)-2-methyl-malonamic acid), C(CC)C(C(=O)OCC)C(=O)OCC (diethyl propyl-malonate). The product is FC=1C=C(CNC(C(C(=O)O)CCC)=O)C=C(C1)F (N-(3,5-difluoro-benzyl)-2-propyl-malonamic acid). RXN SMILES: [F:1][C:2]1[CH:3]=[C:4]([CH:14]=[C:15]([F:17])[CH:16]=1)[CH2:5][NH:6][C:7](=[O:13])[CH:8]([CH3:12])[C:9]([OH:11])=[O:10].[CH2:18](C(C(OCC)=O)C(OCC)=O)[CH2:19]C>>[F:1][C:2]1[CH:3]=[C:4]([CH:14]=[C:15]([F:17])[CH:16]=1)[CH2:5][NH:6][C:7](=[O:13])[CH:8]([CH2:12][CH2:18][CH3:19])[C:9]([OH:11])=[O:10]. Procedure: N-(3,5-difluoro-benzyl)-2-propyl-malonamic acid was prepared in analogy to N-(3,5-difluoro-benzyl)-2-methyl-malonamic acid (example 1) from diethyl propyl-malonate. Reactants: C[C@]12C(C([C@H](CC1)C2(C)C)=O)=O ((1S,4R)-1,7,7-trimethyl-bicyclo[2.2.1]heptane-2,3-dione), COP(OC)(=O)CC(=O)C=1C(=NN(C1)CC1=CC=CC=C1)C ([2-(1-Benzyl-3-methyl-1H-pyrazol-4-yl)-2-oxo-ethyl]-phosphonic acid dimethyl ester), O.NN (hydrazine monohydrate). Product: C(C1=CC=CC=C1)N1N=C(C(=C1)C1=NN=C2[C@]3(CC[C@@H](C2=C1)C3(C)C)C)C ((1S,8R)-5-(1-Benzyl-3-methyl-1H-pyrazol-4-yl)-1,11,11-trimethyl-3,4-diaza-tricyclo[6.2.1.02,7]undeca-2,4,6-triene). Reaction SMILES: [CH3:1][C@@:2]12[C:8]([CH3:10])([CH3:9])[C@@H:5]([CH2:6][CH2:7]1)[C:4](=O)[C:3]2=O.COP([CH2:19][C:20]([C:22]1[C:23]([CH3:34])=[N:24][N:25]([CH2:27][C:28]2[CH:33]=[CH:32][CH:31]=[CH:30][CH:29]=2)[CH:26]=1)=O)(=O)OC.O.[NH2:36][NH2:37]>>[CH2:27]([N:25]1[CH:26]=[C:22]([C:20]2[CH:19]=[C:4]3[C:3]([C@:2]4([CH3:1])[C:8]([CH3:10])([CH3:9])[C@H:5]3[CH2:6][CH2:7]4)=[N:37][N:36]=2)[C:23]([CH3:34])=[N:24]1)[C:28]1[CH:33]=[CH:32][CH:31]=[CH:30][CH:29]=1 |f:2.3|. Procedure: yellow solid. MS (ESI): 359.1 (MH+). Prepared from (1S,4R)-1,7,7-trimethyl-bicyclo[2.2.1]heptane-2,3-dione, [2-(1-Benzyl-3-methyl-1H-pyrazol-4-yl)-2-oxo-ethyl]-phosphonic acid dimethyl ester, hydrazine monohydrate. The reactants are CN(C)C=NS(=O)(=O)c1ccccc1-c1ccc(Cn2c(-c3ccccc3)nc(-c3ccccc3)c2-c2ccccc2)cc1, CCO, Cl. Product: NS(=O)(=O)c1ccccc1-c1ccc(Cn2c(-c3ccccc3)nc(-c3ccccc3)c2-c2ccccc2)cc1. As a reaction SMILES: [CH3:1][N:2]([CH:3]=[N:5][S:6](=[O:7])(=[O:8])[c:9]1[c:10](-[c:15]2[cH:16][cH:17][c:18]([CH2:21][n:22]3[c:23](-[c:39]4[cH:40][cH:41][cH:42][cH:43][cH:44]4)[n:24][c:25](-[c:33]4[cH:34][cH:35][cH:36][cH:37][cH:38]4)[c:26]3-[c:27]3[cH:28][cH:29][cH:30][cH:31][cH:32]3)[cH:19][cH:20]2)[cH:11][cH:12][cH:13][cH:14]1)[CH3:4].[CH3:45][CH2:46][OH:47].[ClH:48]>>[NH2:5][S:6](=[O:7])(=[O:8])[c:9]1[c:10](-[c:15]2[cH:16][cH:17][c:18]([CH2:21][n:22]3[c:23](-[c:39]4[cH:40][cH:41][cH:42][cH:43][cH:44]4)[n:24][c:25](-[c:33]4[cH:34][cH:35][cH:36][cH:37][cH:38]4)[c:26]3-[c:27]3[cH:28][cH:29][cH:30][cH:31][cH:32]3)[cH:19][cH:20]2)[cH:11][cH:12][cH:13][cH:14]1. Starting materials: [H-].[Na+] (sodium hydride), COC(C(C1=CC=C(C=C1)O)=O)=O (4-hydroxy-alpha-oxobenzeneacetic acid methyl ester), ClC/C=C/C1=CC=CC=C1 ((E)-(3-chloro-1-propenyl)benzene). The solvent is CN(C=O)C (dimethylformamide). Run at temperature 60 celsius, time 15 minute. Yields the product COC(C(C1=CC=C(C=C1)OC\C=C\C1=CC=CC=C1)=O)=O ((E)-alpha-oxo-4-[(3-phenyl-2-propenyl)oxy]benzeneacetic acid methyl ester). The yield is 67.2%. As a reaction SMILES: [CH3:1][O:2][C:3](=[O:13])[C:4](=[O:12])[C:5]1[CH:10]=[CH:9][C:8]([OH:11])=[CH:7][CH:6]=1.[H-].[Na+].Cl[CH2:17]/[CH:18]=[CH:19]/[C:20]1[CH:25]=[CH:24][CH:23]=[CH:22][CH:21]=1>CN(C)C=O>[CH3:1][O:2][C:3](=[O:13])[C:4](=[O:12])[C:5]1[CH:10]=[CH:9][C:8]([O:11][CH2:17]/[CH:18]=[CH:19]/[C:20]2[CH:25]=[CH:24][CH:23]=[CH:22][CH:21]=2)=[CH:7][CH:6]=1 |f:1.2|. Procedure: A stirred mixture of 4-hydroxy-alpha-oxobenzeneacetic acid methyl ester (0.724 g) in dimethylformamide (10 mL) under argon was treated with 55% sodium hydride (0.175 g), stirred for 15 minutes and treated with (E)-(3-chloro-1-propenyl)benzene (0.763 g). The mixture was heated at 60° C. overnight and worked up as in Example 20. The material was purified by HPLC (dichloromethane-hexane; 3:1) and crystallized from diethyl etherhexane to provide 0.8 g of (E)-alpha-oxo-4-[(3-phenyl-2-propenyl)oxy]ben... Reactants: [OH-].[K+] (potassium hydroxide), C(C1=CC=CC=C1)N (benzylamine), C(#N)[BH3-].[Na+] (sodium cyanoborohydride), CCCC(CCC(CCC)=O)=O (decane-4,7-dione), [OH-].[K+] (potassium hydroxide), Cl (HCl). The solvent is C(C)(=O)O (acetic acid), CO (methanol). Conditions: temperature -15 celsius. The product is C(C1=CC=CC=C1)N1C(CCC1CCC)CCC (1-benzyl-2,5-dipropylpyrrolidine). RXN SMILES: [CH3:1][CH2:2][CH2:3][C:4](=O)[CH2:5][CH2:6][C:7](=O)[CH2:8][CH2:9][CH3:10].[OH-].[K+].[CH2:15]([NH2:22])[C:16]1[CH:21]=[CH:20][CH:19]=[CH:18][CH:17]=1.C([BH3-])#N.[Na+].Cl>C(O)(=O)C.CO>[CH2:15]([N:22]1[CH:4]([CH2:3][CH2:2][CH3:1])[CH2:5][CH2:6][CH:7]1[CH2:8][CH2:9][CH3:10])[C:16]1[CH:21]=[CH:20][CH:19]=[CH:18][CH:17]=1 |f:1.2,4.5|. Reported procedure: Dissolve 11.92 g decane-4,7-dione from the Step B above in 4.62 g acetic acid and 100 mL methanol. Add 1.16 g potassium hydroxide pellets. Stir to dissolve the potassium hydroxide. Cool the reaction mixture in an ice acetone bath at −15° C. Add 7.50 g benzylamine followed immediately with 5.4 g sodium cyanoborohydride in several portions. Let the reaction mixture warm up to room temperature over two days. Add 45 mL 4 N HCl drop-wise and stir for 30 minutes. Evaporate the reaction mixture under r...